From a dataset of the Open Reaction Database (ORD), a public repository of structured organic reaction records. describe an organic reaction: reactants, conditions, products, and yield Starting materials: O=S(Cl)Cl, O=C(O)COS(=O)(=O)c1ccc(-c2ccccc2)cc1. The product is O=C(Cl)COS(=O)(=O)c1ccc(-c2ccccc2)cc1. Reaction SMILES: [S:21]([Cl:22])([Cl:23])=[O:24].[c:1]1(-[c:15]2[cH:16][cH:17][cH:18][cH:19][cH:20]2)[cH:2][cH:3][c:4]([S:7](=[O:8])(=[O:9])[O:10][CH2:11][C:12](=[O:13])[OH:14])[cH:5][cH:6]1>>[c:1]1(-[c:15]2[cH:16][cH:17][cH:18][cH:19][cH:20]2)[cH:2][cH:3][c:4]([S:7](=[O:8])(=[O:9])[O:10][CH2:11][C:12](=[O:13])[Cl:23])[cH:5][cH:6]1. Reaction SMILES: Cl.[CH2:2]([N:9]1[CH2:14][CH2:13][CH:12]([C:15]([O:17]CC)=O)[C:11](=O)[CH2:10]1)[C:3]1[CH:8]=[CH:7][CH:6]=[CH:5][CH:4]=1.C(O)(=O)C.[CH:25]([NH2:27])=[NH:26]>>[CH2:2]([N:9]1[CH2:14][CH2:13][CH:12]2[C:11](=[N:27][CH:25]=[N:26][C:15]2=[O:17])[CH2:10]1)[C:3]1[CH:8]=[CH:7][CH:6]=[CH:5][CH:4]=1 |f:0.1,2.3|. Procedure details: Various N-substituted-7-(pyridin-2-yl)-5,6,7,8-tetrahydropyrido[3,4-d]pyrimidin-4-amine derivatives are prepared using a general procedure described below. Accordingly, ethyl 1-benzyl-3-oxopiperidine-4-carboxylate hydrochloride is reacted with formamidine acetate to yield 7-benzyl-5,6,7,8-tetrahydropyrido[3,4-d]pyrimidin-4(4aH)-one, which, in turn, is reacted with POCl3 to afford the 4-chloro derivative. The intermediate chloro derivative is then condensed with substituted aniline or amine to gi... The reactants are Cl.C(C1=CC=CC=C1)N1CC(C(CC1)C(=O)OCC)=O (ethyl 1-benzyl-3-oxopiperidine-4-carboxylate hydrochloride), C(C)(=O)O.C(=N)N (formamidine acetate). The product is N-substituted-7-(pyridin-2-yl)-5,6,7,8-tetrahydropyrido[3,4-d]pyrimidin-4-amine, C(C1=CC=CC=C1)N1CC2=NC=NC(C2CC1)=O (7-benzyl-5,6,7,8-tetrahydropyrido[3,4-d]pyrimidin-4(4aH)-one). Reactants: [OH-].COC(=O)NS(=O)(=O)[N+](CC)(CC)CC ((methoxycarbonylsulfamoyl)triethylammonium hydroxide), COC(CCC(CNC(=O)C=1C=C(C(=O)OC)C=CC1)=O)=O (Methyl 3-{[(5-methoxy-2,5-dioxopentyl)amino]carbonyl}benzoate), salt. The solvent is O1CCCC1 (tetrahydrofuran). Reaction SMILES: [CH3:1][O:2][C:3](=[O:22])[CH2:4][CH2:5][C:6](=[O:21])[CH2:7][NH:8][C:9]([C:11]1[CH:12]=[C:13]([CH:18]=[CH:19][CH:20]=1)[C:14]([O:16][CH3:17])=[O:15])=O.[OH-].COC(NS([N+](CC)(CC)CC)(=O)=O)=O>O1CCCC1>[CH3:1][O:2][C:3](=[O:22])[CH2:4][CH2:5][C:6]1[O:21][C:9]([C:11]2[CH:12]=[C:13]([CH:18]=[CH:19][CH:20]=2)[C:14]([O:16][CH3:17])=[O:15])=[N:8][CH:7]=1 |f:1.2|. Product: COC(CCC1=CN=C(O1)C=1C=C(C(=O)OC)C=CC1)=O (Methyl 3-[5-(3-methoxy-3-oxopropyl)-1,3-oxazol-2-yl]benzoate). Procedure: Methyl 3-{[(5-methoxy-2,5-dioxopentyl)amino]carbonyl}benzoate (520 mg, 1.7 mmol) is dissolved in anhydrous tetrahydrofuran (4 mL), and (methoxycarbonylsulfamoyl)triethylammonium hydroxide, inner salt (810 mg, 3.4 mmol). The reaction is microwaved (100 W, 2 min) in a sealed vessel, cooled, filtered, and concentrated under reduced pressure. Purification by flash chromatography (silica gel, 40% ethyl acetate/hexanes) gives the title compound. ESI MS m/z 290.1 [M+H]+. The reactants are CC(=O)OC(C)=O, O=Cc1cccc(C=O)c1, Cc1ccc2cc(F)c(F)cc2n1, Cc1ccccc1C. Yields the product O=Cc1cccc(C=Cc2ccc3cc(F)c(F)cc3n2)c1. Reaction SMILES: [CH3:24][C:25]([O:26][C:27](=[O:28])[CH3:29])=[O:30].[CH:1]([c:2]1[cH:3][c:4]([CH:5]=[O:6])[cH:7][cH:8][cH:9]1)=[O:10].[F:11][c:12]1[cH:13][c:14]2[cH:15][cH:16][c:17]([CH3:23])[n:18][c:19]2[cH:20][c:21]1[F:22].[c:31]1([CH3:32])[c:33]([CH3:34])[cH:35][cH:36][cH:37][cH:38]1>>[CH:1]([c:2]1[cH:3][c:4]([CH:5]=[CH:23][c:17]2[cH:16][cH:15][c:14]3[cH:13][c:12]([F:11])[c:21]([F:22])[cH:20][c:19]3[n:18]2)[cH:7][cH:8][cH:9]1)=[O:10]. Starting materials: NCCC1=CC=C(NC2CCN(CC2)C(=O)NCCCC2=CC=C(C=C2)C)C=C1 (4-[4-(2-Aminoethyl)anilino]-N-[3-(4-methylphenyl)propyl]-1-piperidine-carboxamide), C(C)(C)(C)[Si](C1=CC=CC=C1)(C1=CC=CC=C1)OC1=CC=C(C=C1)OCC1OC1 (tert-butyl-(4-oxiranylmethoxy-phenoxy)-diphenyl-silane). Solvent: C(Cl)(Cl)Cl.CO (chloroform methanol). Product: C1(=CC=C(C=C1)CCCNC(=O)N1CCC(CC1)NC1=CC=C(C=C1)CCNC[C@@H](COC1=CC=C(C=C1)O)O)C (4-(4-{2-[(2S)-2-Hydroxy-3-(4-hydroxy-phenoxy)-propylamino]-ethyl}-phenylamino)-piperidine-1-carboxylic Acid (3-p-tolyl-propyl)-amide). Yield: 23.0%. Reaction SMILES: [NH2:1][CH2:2][CH2:3][C:4]1[CH:29]=[CH:28][C:7]([NH:8][CH:9]2[CH2:14][CH2:13][N:12]([C:15]([NH:17][CH2:18][CH2:19][CH2:20][C:21]3[CH:26]=[CH:25][C:24]([CH3:27])=[CH:23][CH:22]=3)=[O:16])[CH2:11][CH2:10]2)=[CH:6][CH:5]=1.C([Si]([O:47][C:48]1[CH:53]=[CH:52][C:51]([O:54][CH2:55][CH:56]2[CH2:58][O:57]2)=[CH:50][CH:49]=1)(C1C=CC=CC=1)C1C=CC=CC=1)(C)(C)C>C(Cl)(Cl)Cl.CO>[C:24]1([CH3:27])[CH:25]=[CH:26][C:21]([CH2:20][CH2:19][CH2:18][NH:17][C:15]([N:12]2[CH2:13][CH2:14][CH:9]([NH:8][C:7]3[CH:28]=[CH:29][C:4]([CH2:3][CH2:2][NH:1][CH2:58][C@H:56]([OH:57])[CH2:55][O:54][C:51]4[CH:52]=[CH:53][C:48]([OH:47])=[CH:49][CH:50]=4)=[CH:5][CH:6]=3)[CH2:10][CH2:11]2)=[O:16])=[CH:22][CH:23]=1 |f:2.3|. Procedure details: 4-[4-(2-Aminoethyl)anilino]-N-[3-(4-methylphenyl)propyl]-1-piperidine-carboxamide foramte (0.44 g, 1.0 mmol) was reacted with tert-butyl-(4-oxiranylmethoxy-phenoxy)-diphenyl-silane (0.40 g, 1.0 mmol) according to Procedure G (eluant: 20:1 chloroform-methanol) to give the title compound (0.185 g, 0.23 mmol). Starting materials: BrC1=C(C=CC=C1)N1C2=C(C=3C=C(C=CC13)C)CN(CC2)C (5-(2-bromo-phenyl)-2,8-dimethyl-2,3,4,5-tetrahydro-1H-pyrido[4,3-b]indole), N1=CC(=CC=C1)B(O)O (3-pyridinylboronic acid), [O-]P(=O)([O-])[O-].[K+].[K+].[K+] (K3PO4), CN(C)C=O.O (DMF water). The reagents and catalysts are Cl[Pd]([P](C1=CC=CC=C1)(C2=CC=CC=C2)C3=CC=CC=C3)([P](C4=CC=CC=C4)(C5=CC=CC=C5)C6=CC=CC=C6)Cl (PdCl2(PPh3)2). Solvent: O (water). Conditions: temperature 95 celsius. Product: CN1CC2=C(N(C=3C=CC(=CC23)C)C2=C(C=CC=C2)C=2C=NC=CC2)CC1 (2,8-dimethyl-5-(2-pyridin-3-yl-phenyl)-2,3,4,5-tetrahydro-1H-pyrido[4,3-b]indole). Reaction SMILES: Br[C:2]1[CH:7]=[CH:6][CH:5]=[CH:4][C:3]=1[N:8]1[C:16]2[CH:15]=[CH:14][C:13]([CH3:17])=[CH:12][C:11]=2[C:10]2[CH2:18][N:19]([CH3:22])[CH2:20][CH2:21][C:9]1=2.N1C=C[CH:26]=[C:25](B(O)O)[CH:24]=1.[O-]P([O-])([O-])=O.[K+].[K+].[K+].[CH3:40][N:41]([CH:43]=O)C.O>O.Cl[Pd](Cl)([P](C1C=CC=CC=1)(C1C=CC=CC=1)C1C=CC=CC=1)[P](C1C=CC=CC=1)(C1C=CC=CC=1)C1C=CC=CC=1>[CH3:22][N:19]1[CH2:20][CH2:21][C:9]2[N:8]([C:3]3[CH:2]=[CH:26][CH:25]=[CH:24][C:4]=3[C:5]3[CH:40]=[N:41][CH:43]=[CH:7][CH:6]=3)[C:16]3[CH:15]=[CH:14][C:13]([CH3:17])=[CH:12][C:11]=3[C:10]=2[CH2:18]1 |f:2.3.4.5,6.7,^1:49,68|. Procedure: To a de-aerated solution of 5-(2-bromo-phenyl)-2,8-dimethyl-2,3,4,5-tetrahydro-1H-pyrido[4,3-b]indole (100 mg, 0.282 mmol), 3-pyridinylboronic acid (51 mg, 0.420 mmol) and K3PO4 (149 mg, 0.706 mmol) in DMF-water (4:1 mL) was added PdCl2(PPh3)2 (10 mg, 5 mol %). The reaction mixture was heated at 95° C. for 30 min under nitrogen atmosphere. The reaction mixture was diluted with water and extracted with EtOAc. The organic layer was dried over anhydrous sodium sulfate and concentrated under reduced... Starting materials: C(#N)C=1C(=C(N(C1C(F)(F)F)C)C(=O)OCC)C1=CC=C(C=C1)OCC1=CC=CC=C1 (ethyl 4-cyano-1-methyl-3-[4-(phenylmethoxy)phenyl]-5-(trifluoromethyl)pyrrole-2-carboxylate), [H][H] (hydrogen). Reagents/catalysts: [OH-].[OH-].[Pd+2] (Pearlman's catalyst). Solvent: C(C)O.C1CCOC1 (ethanol THF). The product is C(#N)C=1C(=C(N(C1C(F)(F)F)C)C(=O)OCC)C1=CC=C(C=C1)O (ethyl 4-cyano-3-(4-hydroxyphenyl)-1-methyl-5-(trifluoromethyl)pyrrole-2-carboxylate). RXN SMILES: [C:1]([C:3]1[C:4]([C:18]2[CH:23]=[CH:22][C:21]([O:24]CC3C=CC=CC=3)=[CH:20][CH:19]=2)=[C:5]([C:13]([O:15][CH2:16][CH3:17])=[O:14])[N:6]([CH3:12])[C:7]=1[C:8]([F:11])([F:10])[F:9])#[N:2].[H][H]>[OH-].[OH-].[Pd+2].C(O)C.C1COCC1>[C:1]([C:3]1[C:4]([C:18]2[CH:19]=[CH:20][C:21]([OH:24])=[CH:22][CH:23]=2)=[C:5]([C:13]([O:15][CH2:16][CH3:17])=[O:14])[N:6]([CH3:12])[C:7]=1[C:8]([F:11])([F:9])[F:10])#[N:2] |f:2.3.4,5.6|. Procedure details: In a manner analogous to the procedure set forth in Scheme II, step A, hydrogenate ethyl 4-cyano-1-methyl-3-[4-(phenylmethoxy)phenyl]-5-(trifluoromethyl)pyrrole-2-carboxylate, (intermediate prepared in example A-237) using Pearlman's catalyst and 60 psi of hydrogen gas in 1:1 ethanol/THF for 11 hours. Filter the reaction through diatomaceous earth and concentrate in vacuo. Purify the residue via radial chromatography eluting with ethyl acetate and hexane to provide the title compound. MS (m/e): ... Reactants: CN(C=O)C (N,N-dimethylformamide), COC1=C(CNS(=O)(=O)C2=CC=C(C=C2)C)C=CC2=C1OCO2 (N-(2-methoxy-3,4-methylenedioxybenzyl)-p-toluenesulfonamide), C(C)OC(CBr)OCC (bromoacetaldehyde diethylacetal). The solvent is O (water). Reaction conditions: temperature 100 celsius, time 10 hour. The product is C(C)OC(CN(S(=O)(=O)C1=CC=C(C=C1)C)CC1=C(C2=C(C=C1)OCO2)OC)OCC (N-(2-methoxy-3,4-methylenedioxybenzyl)-N-(p-toluenesulfonyl)aminoacetaldehyde diethylacetal). Isolated yield 79.3%. RXN SMILES: CN(C)C=O.[CH3:6][O:7][C:8]1[C:25]2[O:26][CH2:27][O:28][C:24]=2[CH:23]=[CH:22][C:9]=1[CH2:10][NH:11][S:12]([C:15]1[CH:20]=[CH:19][C:18]([CH3:21])=[CH:17][CH:16]=1)(=[O:14])=[O:13].[CH2:29]([O:31][CH:32]([O:35][CH2:36][CH3:37])[CH2:33]Br)[CH3:30]>O>[CH2:29]([O:31][CH:32]([O:35][CH2:36][CH3:37])[CH2:33][N:11]([CH2:10][C:9]1[CH:22]=[CH:23][C:24]2[O:28][CH2:27][O:26][C:25]=2[C:8]=1[O:7][CH3:6])[S:12]([C:15]1[CH:16]=[CH:17][C:18]([CH3:21])=[CH:19][CH:20]=1)(=[O:14])=[O:13])[CH3:30]. Reported procedure: 44 mg (1.1 mmol) of 60% oil dispersion of sodium hydride was washed twice with 2 ml of dry hexane to eliminate oil. 2 ml of dry N,N-dimethylformamide, 335 mg (1 mmol) of N-(2-methoxy-3,4-methylenedioxybenzyl)-p-toluenesulfonamide (1) and 0.18 ml (1.1 mmol) of bromoacetaldehyde diethylacetal (purity 95%) were added in order. The resulting mixture was stirred at 100° C. for 10 hours. On cooling, to this 5 ml of water was added and the reaction mixture was extracted with 8 ml and then 2 ml of methy... The reactants are COc1cc(C2=CC(O)CC2=O)cc(OC)c1OC, CC(=O)OC(C)=O, ClCCl, c1ccncc1. Yields the product COc1cc(C2=CC(OC(C)=O)CC2=O)cc(OC)c1OC. Reaction SMILES: [CH3:1][O:2][c:3]1[cH:4][c:5]([C:13]2=[CH:17][CH:16]([OH:18])[CH2:15][C:14]2=[O:19])[cH:6][c:7]([O:11][CH3:12])[c:8]1[O:9][CH3:10].[CH3:26][C:27](=[O:28])[O:29][C:30](=[O:31])[CH3:32].[Cl:33][CH2:34][Cl:35].[cH:20]1[cH:21][cH:22][n:23][cH:24][cH:25]1>>[CH3:1][O:2][c:3]1[cH:4][c:5]([C:13]2=[CH:17][CH:16]([O:18][C:27]([CH3:26])=[O:28])[CH2:15][C:14]2=[O:19])[cH:6][c:7]([O:11][CH3:12])[c:8]1[O:9][CH3:10]. Reactants: CO, CC(=O)O, Cl, [Na+], [OH-], O, O=C1NCc2cc(C(=O)c3cccnc3)ccc2N1. Product: O=C1NCc2cc(C(O)c3cccnc3)ccc2N1. As a reaction SMILES: [CH3:21][OH:22].[CH3:26][C:27](=[O:28])[OH:29].[ClH:1].[Na+:24].[OH-:23].[OH2:25].[n:2]1[cH:3][c:4]([C:8](=[O:9])[c:10]2[cH:11][c:12]3[c:17]([cH:18][cH:19]2)[NH:16][C:15](=[O:20])[NH:14][CH2:13]3)[cH:5][cH:6][cH:7]1>>[n:2]1[cH:3][c:4]([CH:8]([OH:9])[c:10]2[cH:11][c:12]3[c:17]([cH:18][cH:19]2)[NH:16][C:15](=[O:20])[NH:14][CH2:13]3)[cH:5][cH:6][cH:7]1.